Dataset: the Open Reaction Database (ORD), a public repository of structured organic reaction records. Task: describe an organic reaction: reactants, conditions, products, and yield Starting materials: BrC=1C=CC2=C(C=C(O2)C=CC2=CC=C(C=C2)OC)C1 (5-bromo-2-[2-(4-methoxyphenyl)vinyl]benzofuran). The reagents and catalysts are [Pt](=O)=O (platinum dioxide). The solvent is O1CCCC1 (tetrahydrofuran), C(C)O (ethanol). Conditions: time 4 hour. Product: BrC=1C=CC2=C(C=C(O2)CCC2=CC=C(C=C2)OC)C1 (5-bromo-2-[2-(4-methoxyphenyl)ethyl]benzofuran). The yield is 75.4%. RXN SMILES: [Br:1][C:2]1[CH:3]=[CH:4][C:5]2[O:9][C:8]([CH:10]=[CH:11][C:12]3[CH:17]=[CH:16][C:15]([O:18][CH3:19])=[CH:14][CH:13]=3)=[CH:7][C:6]=2[CH:20]=1>O1CCCC1.C(O)C.[Pt](=O)=O>[Br:1][C:2]1[CH:3]=[CH:4][C:5]2[O:9][C:8]([CH2:10][CH2:11][C:12]3[CH:17]=[CH:16][C:15]([O:18][CH3:19])=[CH:14][CH:13]=3)=[CH:7][C:6]=2[CH:20]=1. Procedure: 128 g of 5-bromo-2-[2-(4-methoxyphenyl)vinyl]benzofuran as a mixture of two stereoisomers was dissolved in a solvent mixture of 1.3 l of tetrahydrofuran and 0.7 l of ethanol. The resulting solution was mixed with 3.0 g of platinum dioxide and subjected to 4 hours of catalytic hydrogenation undernormal pressure. Thereafter, the catalyst was removed by filtration, the resulting filtrate was concentrated, and crystals thus precipitated were collected by filtration and washed with ethanol. In this w... The reactants are O=C1CCC(=O)N1Br, Cc1ccc(C(=O)c2ccccc2)cc1, ClC(Cl)Cl. Yields the product O=C(c1ccccc1)c1ccc(CBr)cc1. Reaction SMILES: [Br:16][N:17]1[C:18](=[O:19])[CH2:20][CH2:21][C:22]1=[O:23].[CH3:1][c:2]1[cH:3][cH:4][c:5]([C:6](=[O:7])[c:8]2[cH:9][cH:10][cH:11][cH:12][cH:13]2)[cH:14][cH:15]1.[CH:24]([Cl:25])([Cl:26])[Cl:27]>>[CH2:1]([c:2]1[cH:3][cH:4][c:5]([C:6](=[O:7])[c:8]2[cH:9][cH:10][cH:11][cH:12][cH:13]2)[cH:14][cH:15]1)[Br:16]. The reactants are [Al+3], [Al+3], CNC(=O)c1cc(Sc2cccc(Br)c2)n(-c2cc(F)ccc2F)n1, [Cl-], [Cl-], [Cl-], [H-], [H-], [H-], [H-], [Li+], [Na+], C1CCOC1, [OH-]. Yields the product CNCc1cc(Sc2cccc(Br)c2)n(-c2cc(F)ccc2F)n1. RXN SMILES: [Al+3:2].[Al+3:6].[Br:11][c:12]1[cH:13][c:14]([S:18][c:19]2[cH:20][c:21]([C:32](=[O:33])[NH:34][CH3:35])[n:22][n:23]2-[c:24]2[c:25]([F:31])[cH:26][cH:27][c:28]([F:30])[cH:29]2)[cH:15][cH:16][cH:17]1.[Cl-:1].[Cl-:3].[Cl-:4].[H-:10].[H-:5].[H-:8].[H-:9].[Li+:7].[Na+:37].[O:38]1[CH2:39][CH2:40][CH2:41][CH2:42]1.[OH-:36]>>[Br:11][c:12]1[cH:13][c:14]([S:18][c:19]2[cH:20][c:21]([CH2:32][NH:34][CH3:35])[n:22][n:23]2-[c:24]2[c:25]([F:31])[cH:26][cH:27][c:28]([F:30])[cH:29]2)[cH:15][cH:16][cH:17]1. Reactants: C1CC2=NCCCN2C1 (DBN), C1CC2=NCCCN2C1 (DBN), C1CC2=NCCCN2C1 (DBN), C1C(=O)OC(=O)CN1CC[NH+](CCN2CC(=O)OC(=O)C2)CC(=O)[O-] (diethylenetriaminepentaacetic acid dianhydride), NCCCN (1,3-diaminopropane), Cl (HCl). The solvent is CN(C)C=O (DMF), CN(C)C=O (DMF), CN(C)C=O.C1CC2=NCCCN2C1 (DMF DBN). Run at time 8 hour. Yields the product C(=O)(O)CN1CCN(CCN(CC(NCCCNC(C1)=O)=O)CC(=O)O)CC(=O)O (1,4,7-tris(carboxymethyl)-9,15-dioxo-1,4,7,10,14-pentaazacyclohexadecane). Yield: 17.7%. Reaction SMILES: [CH2:1]1[N:8]([CH2:9][CH2:10][NH+:11]([CH2:22][C:23]([O-:25])=[O:24])[CH2:12][CH2:13][N:14]2[CH2:21][C:19](=[O:20])[O:18][C:16](=[O:17])[CH2:15]2)[CH2:7][C:5](=[O:6])[O:4][C:2]1=[O:3].[NH2:26][CH2:27][CH2:28][CH2:29][NH2:30].C1CN2C(=NCCC2)C1.Cl>CN(C=O)C.CN(C=O)C.C1CN2C(=NCCC2)C1>[C:2]([CH2:1][N:8]1[CH2:7][C:5](=[O:6])[NH:30][CH2:29][CH2:28][CH2:27][NH:26][C:16](=[O:17])[CH2:15][N:14]([CH2:21][C:19]([OH:18])=[O:20])[CH2:13][CH2:12][N:11]([CH2:22][C:23]([OH:25])=[O:24])[CH2:10][CH2:9]1)([OH:4])=[O:3] |f:5.6|. Procedure details: A 500 mL three-neck round bottom flask was charged with 100 mL of dry DMF and the flask flushed with nitrogen. Two syringes were charged separately with solutions of diethylenetriaminepentaacetic acid dianhydride (2.00 g, 5.60 mmol) in 175 mL of DMF and 1,3-diaminopropane (0.415 g, 5.60 mmol) in DMF/DBN (172 mL/3 mL). The two syringes, mounted on a syringe pump were connected to the flask via two long needles passing through rubber septa. These solutions were added dropwise at ambient temperatur... Reactants: C1(\C=C/C(=O)O1)=O (Maleic anhydride), C1(=CC=CC=C1)[C@H](N)CO ((S)-(+)-2-phenylglycinol), CCOC(=O)C.CC(=O)O (EtOAc HOAc). The solvent is C1CCOC1 (THF). Yields the product C(C)(=O)OC[C@H](C1=CC=CC=C1)N1C(C=CC1=O)=O ((S)-1-[2-(Acetyloxy)-1-phenylethyl]-2,5-dihydro-1H-pyrrol-2,5-dione). As a reaction SMILES: [C:1]1(=[O:7])[O:6][C:4](=O)[CH:3]=[CH:2]1.[C:8]1([C@@H:14]([CH2:16][OH:17])[NH2:15])[CH:13]=[CH:12][CH:11]=[CH:10][CH:9]=1.[CH3:18][CH2:19][O:20]C(C)=O.CC(O)=O>C1COCC1>[C:19]([O:17][CH2:16][C@@H:14]([N:15]1[C:1](=[O:7])[CH:2]=[CH:3][C:4]1=[O:6])[C:8]1[CH:13]=[CH:12][CH:11]=[CH:10][CH:9]=1)(=[O:20])[CH3:18] |f:2.3|. Procedure: Maleic anhydride (358 mg, 3.65 mM) was added to (S)-(+)-2-phenylglycinol (500 mg, 3.65 mM) dissolved in 5 ml THF stirred under Ar. A precipitate formed immediately but redissolved after 1 hr. The mixture was stirred overnight. TLC (silica gel, EtOAc/HOAc 95:5) showed two spots, the product Rf 0.34, and a lower Rf spot, Rf 0.09. The THF was evaporated, and the residue was dissolved in 6 ml hot CH2Cl2. Crystals formed almost immediately in the hot mixture which was let stand at 5° for 2 hrs. The c... The reactants are COc1cc2ncnc(Oc3ccc(N)cc3)c2cc1OC, CCO, Cc1ccc(C(=O)N=C=S)cc1, Cc1ccccc1. The product is COc1cc2ncnc(Oc3ccc(NC(=S)NC(=O)c4ccc(C)cc4)cc3)c2cc1OC. Reaction SMILES: [CH3:1][O:2][c:3]1[cH:4][c:5]2[c:6]([O:15][c:16]3[cH:17][cH:18][c:19]([NH2:20])[cH:21][cH:22]3)[n:7][cH:8][n:9][c:10]2[cH:11][c:12]1[O:13][CH3:14].[CH3:23][CH2:24][OH:25].[CH3:26][c:27]1[cH:28][cH:29][c:30]([C:33](=[O:34])[N:35]=[C:36]=[S:37])[cH:31][cH:32]1.[CH3:38][c:39]1[cH:40][cH:41][cH:42][cH:43][cH:44]1>>[CH3:1][O:2][c:3]1[cH:4][c:5]2[c:6]([O:15][c:16]3[cH:17][cH:18][c:19]([NH:20][C:36]([NH:35][C:33]([c:30]4[cH:29][cH:28][c:27]([CH3:26])[cH:32][cH:31]4)=[O:34])=[S:37])[cH:21][cH:22]3)[n:7][cH:8][n:9][c:10]2[cH:11][c:12]1[O:13][CH3:14].